Dataset: the Open Reaction Database (ORD), a public repository of structured organic reaction records. Task: describe an organic reaction: reactants, conditions, products, and yield The reactants are O1COC2=C1C=CC(=C2)C#N (Benzo[1,3]dioxole-5-carbonitrile), Cl.NO (hydroxylamine hydrochloride), [OH-].[Na+] (NaOH). Solvent: CCO (EtOH). Product: ONC(=N)C1=CC2=C(OCO2)C=C1 (N-Hydroxy-benzo[1,3]dioxole-5-carboxamidine). As a reaction SMILES: O1[C:5]2[CH:6]=[CH:7][C:8]([C:10]#[N:11])=[CH:9][C:4]=2[O:3][CH2:2]1.Cl.[NH2:13][OH:14].[OH-:15].[Na+]>CCO>[OH:14][NH:13][C:10]([C:8]1[CH:7]=[CH:6][C:5]2[O:15][CH2:2][O:3][C:4]=2[CH:9]=1)=[NH:11] |f:1.2,3.4|. Reported procedure: To a solution of Benzo[1,3]dioxole-5-carbonitrile (5.0 g, 33.9 mmol) in EtOH (100 mL) was added hydroxylamine hydrochloride (4.68 g, 67.90 mmol) and NaOH (2.71 g, 67.9 mmol). The resulting reaction mixture was refluxed for 12 h. After the completion of the reaction (TLC monitoring), the mixture was concentrated, added EtOH and filtered. The filtrate was evaporated under reduced pressure and used as such for the next step (crude yield 4.8 g, 78.68%). The reactants are IC1=C2C(=NC(=C1CO)C)N(C=C2)C ((4-iodo-1,6-dimethyl-1H-pyrrolo[2,3-b]pyridin-5-yl)methanol), C=1C=C[NH+]=CC1.[O-][Cr](=O)(=O)Cl (PCC). Run in ClCCl (DCM), ClCCl (dichloromethane). Reaction conditions: time 3 hour. Product: IC1=C2C(=NC(=C1C=O)C)N(C=C2)C (4-iodo-1,6-dimethyl-1H-pyrrolo[2,3-b]pyridine-5-carbaldehyde). The yield is 84.0%. RXN SMILES: [I:1][C:2]1[C:7]([CH2:8][OH:9])=[C:6]([CH3:10])[N:5]=[C:4]2[N:11]([CH3:14])[CH:12]=[CH:13][C:3]=12.C1C=C[NH+]=CC=1.[O-][Cr](Cl)(=O)=O>ClCCl>[I:1][C:2]1[C:7]([CH:8]=[O:9])=[C:6]([CH3:10])[N:5]=[C:4]2[N:11]([CH3:14])[CH:12]=[CH:13][C:3]=12 |f:1.2|. Procedure details: A solution of (4-iodo-1,6-dimethyl-1H-pyrrolo[2,3-b]pyridin-5-yl)methanol in dichloromethane (DCM) (300 mL) was treated with PCC (11.96 g, 55.5 mmol) and Celite™ (17 g) in one portion. After 3 h, the mixture was diluted with DCM (100 mL) and filtered through a pad of celite and washed with DCM/ethyl acetate (10:1). The filtrate was concentrated in vacuo to afford the title compound (10.8 g, 36.0 mmol, 84% yield) as a yellow solid: 1H NMR (400 MHz, CHLOROFORM-d) δ ppm 2.88 (s, 3H) 3.88 (s, 3H) 6.... Starting materials: [Ag+], O=S1(=O)CCCC1, CC#N, CC(C)C(=O)O, Clc1ccc(Cl)nn1, O=[N+]([O-])[O-], [NH4+], [NH4+], [NH4+], [OH-], O, O=S(=O)(O)O, O=S(=O)([O-])OOS(=O)(=O)[O-]. The product is CC(C)c1cc(Cl)nnc1Cl. RXN SMILES: [Ag+:49].[CH2:37]1[S:38](=[O:39])(=[O:40])[CH2:41][CH2:42][CH2:43]1.[CH3:34][C:35]#[N:36].[CH3:9][CH:10]([CH3:11])[C:12](=[O:13])[OH:14].[Cl:1][c:2]1[n:3][n:4][c:5]([Cl:8])[cH:6][cH:7]1.[N+:45]([O-:46])([O-:47])=[O:48].[NH4+:30].[NH4+:31].[NH4+:32].[OH-:33].[OH2:44].[S:15](=[O:16])(=[O:17])([OH:18])[OH:19].[S:20]([O:21][O:22][S:23]([O-:24])(=[O:25])=[O:26])([O-:27])(=[O:28])=[O:29]>>[Cl:1][c:2]1[n:3][n:4][c:5]([Cl:8])[cH:6][c:7]1[CH:10]([CH3:9])[CH3:11]. Starting materials: BrC1=NC=CC=C1 (2-bromo-pyridine), C(C)(C)[Mg]Cl (i-PrMgCl), BrC1=C(C(=CC=C1)Br)C (1,3-dibromo-2-methyl-benzene). The reagents and catalysts are Cl[Pd]Cl (PdCl2), [Cl-].[Cl-].[Zn+2] (ZnCl2). The solvent is C1CCOC1 (THF). Run at temperature 65 celsius, time 30 minute. Yields the product BrC=1C(=C(C=CC1)C1=NC=CC=C1)C (2-(3-Bromo-2-methyl-phenyl)-pyridine). As a reaction SMILES: C([Mg]Cl)(C)C.Br[C:7]1[CH:12]=[CH:11][CH:10]=[C:9]([Br:13])[C:8]=1[CH3:14].Br[C:16]1[CH:21]=[CH:20][CH:19]=[CH:18][N:17]=1>C1COCC1.[Cl-].[Cl-].[Zn+2].Cl[Pd]Cl>[Br:13][C:9]1[C:8]([CH3:14])=[C:7]([C:16]2[CH:21]=[CH:20][CH:19]=[CH:18][N:17]=2)[CH:12]=[CH:11][CH:10]=1 |f:4.5.6|. Procedure details: A solution of i-PrMgCl (27.49 mL, 2M in THF, 55 mmol.) was added dropwise to commercially available 1,3-dibromo-2-methyl-benzene (12.5 g, 50 mmol) at RT under argon and then heated at 65° C. for 1.5 h. The mixture was added via syringe to a suspension of dry ZnCl2 (6.83 g, 50 mmol.) in dry THF (20 ml) and cooled to 0° C. under argon. The resulting suspension was stirred at RT for 30 min. Then 2-bromo-pyridine (4.78 ml, 50 mmol.) and PdCl2*dppf (2.03 g) were added and the mixture was refluxed for... The reactants are C(C)(=O)N1CC(C(CC1)=O)C(=O)OCC (ethyl 1-acetyl-4-oxo-3-piperidinecarboxylate), Cl.C(CCCC)(=N)N (valeramidine hydrochloride), solution, C[O-].[Na+] (sodium methoxide). Solvent: C(C)O (ethyl alcohol), CO (methanol). Yields the product C(C)(=O)N1CC2=C(N=C(NC2=O)CCCC)CC1 (6-Acetyl-2-butyl-5,6,7,8-tetrahydro-pyrido-[4,3-d]pyrimidin-4(3H)-one). The yield is 96.9%. As a reaction SMILES: [C:1]([N:4]1[CH2:9][CH2:8][C:7](=O)[CH:6]([C:11]([O:13]CC)=O)[CH2:5]1)(=[O:3])[CH3:2].Cl.[C:17]([NH2:23])(=[NH:22])[CH2:18][CH2:19][CH2:20][CH3:21].C[O-].[Na+]>C(O)C.CO>[C:1]([N:4]1[CH2:9][CH2:8][C:7]2[N:22]=[C:17]([CH2:18][CH2:19][CH2:20][CH3:21])[NH:23][C:11](=[O:13])[C:6]=2[CH2:5]1)(=[O:3])[CH3:2] |f:1.2,3.4|. Procedure: A mixture of 1.5 g of ethyl 1-acetyl-4-oxo-3-piperidinecarboxylate and 1.0 g of valeramidine hydrochloride in 15 ml of anhydrous ethyl alcohol is treated with 7.5 ml of a 1M solution of sodium methoxide in methanol. The resulting mixture is stirred and heated at reflux for one hour. The reaction mixture is allowed to cool over 30 minutes then filtered. The filtrate is evaporated to a colorless syrup which is stirred with 50 ml of ether for 2 hours then filtered. The tacky cake is dried under hig... The reactants are C(=O)NCCCC=1C=CC(=NC1)CCCNC=O (N-(3-{5-[3-(Formylamino)propyl]pyridin-2-yl}propyl)formamide), [OH-].[Na+] (sodium hydroxide). Solvent: Cl (HCl). Conditions: temperature 2.5 celsius. Yields the product NCCCC=1C=CC(=NC1)CCCN (3-[5-(3-Aminopropyl)pyridin-2-yl]propylamine). Reaction SMILES: C([NH:3][CH2:4][CH2:5][CH2:6][C:7]1[CH:8]=[CH:9][C:10]([CH2:13][CH2:14][CH2:15][NH:16]C=O)=[N:11][CH:12]=1)=O.[OH-].[Na+]>Cl>[NH2:3][CH2:4][CH2:5][CH2:6][C:7]1[CH:8]=[CH:9][C:10]([CH2:13][CH2:14][CH2:15][NH2:16])=[N:11][CH:12]=1 |f:1.2|. Procedure: A solution of N-(3-{5-[3-(formylamino)propyl]pyridin-2-yl}propyl)formamide (13-1) (13.25 g) in 6N HCl (100 mL) was refluxed for 1.5 h. The solution was cooled to 0-5° C. and the pH was adjusted to pH 12.5 with 50% sodium hydroxide (35 mL). The solution was extracted three times with s-BuOH, the extracts were combined, and the solvent was switched to toluene. The solution contained 10.0 g of the title compound 12-1 as determined by HIPLC assay.